This data is from the Open Reaction Database (ORD), a public repository of structured organic reaction records. The task is: describe an organic reaction: reactants, conditions, products, and yield Starting materials: [Si](C)(C)(C(C)(C)C)OCC1(CC=2N(CCS1)C(=NN2)C2(CC2)C2=CC=C(C=C2)B2OC(C(O2)(C)C)(C)C)C (8-({[Tert-butyl(dimethyl)silyl]oxy}methyl)-8-methyl-3-{1-[4-(4,4,5,5-tetramethyl-1,3,2-dioxaborolan-2-yl)phenyl]cyclopropyl}-5,6,8,9-tetrahydro[1,2,4]triazolo[4,3-d][1,4]thiazepine), BrC1=NC=CC(=C1)C (2-bromo-4-picoline), C([O-])([O-])=O.[K+].[K+] (potassium carbonate). Reagents/catalysts: C=1C=CC(=CC1)[P](C=2C=CC=CC2)(C=3C=CC=CC3)[Pd]([P](C=4C=CC=CC4)(C=5C=CC=CC5)C=6C=CC=CC6)([P](C=7C=CC=CC7)(C=8C=CC=CC8)C=9C=CC=CC9)[P](C=1C=CC=CC1)(C=1C=CC=CC1)C=1C=CC=CC1 (tetrakis(triphenylphosphine)palladium(0)). Solvent: C(OC)COC (dimethoxyethane), O (water). Product: [Si](C)(C)(C(C)(C)C)OCC1(CC=2N(CCS1)C(=NN2)C2(CC2)C2=CC=C(C=C2)C2=NC=CC(=C2)C)C (8-({[Tert-butyl(dimethyl)silyl]oxy}methyl)-8-methyl-3-{1-[4-(4-methylpyridin-2-yl)phenyl]cyclopropyl}-5,6,8,9-tetrahydro[1,2,4]triazolo[4,3-d][1,4]thiazepine). Yield: 20.0%. Reaction SMILES: [Si:1]([O:8][CH2:9][C:10]1([CH3:38])[S:16][CH2:15][CH2:14][N:13]2[C:17]([C:20]3([C:23]4[CH:28]=[CH:27][C:26](B5OC(C)(C)C(C)(C)O5)=[CH:25][CH:24]=4)[CH2:22][CH2:21]3)=[N:18][N:19]=[C:12]2[CH2:11]1)([C:4]([CH3:7])([CH3:6])[CH3:5])([CH3:3])[CH3:2].Br[C:40]1[CH:45]=[C:44]([CH3:46])[CH:43]=[CH:42][N:41]=1.C(=O)([O-])[O-].[K+].[K+]>C(COC)OC.O.C1C=CC([P]([Pd]([P](C2C=CC=CC=2)(C2C=CC=CC=2)C2C=CC=CC=2)([P](C2C=CC=CC=2)(C2C=CC=CC=2)C2C=CC=CC=2)[P](C2C=CC=CC=2)(C2C=CC=CC=2)C2C=CC=CC=2)(C2C=CC=CC=2)C2C=CC=CC=2)=CC=1>[Si:1]([O:8][CH2:9][C:10]1([CH3:38])[S:16][CH2:15][CH2:14][N:13]2[C:17]([C:20]3([C:23]4[CH:24]=[CH:25][C:26]([C:40]5[CH:45]=[C:44]([CH3:46])[CH:43]=[CH:42][N:41]=5)=[CH:27][CH:28]=4)[CH2:22][CH2:21]3)=[N:18][N:19]=[C:12]2[CH2:11]1)([C:4]([CH3:5])([CH3:6])[CH3:7])([CH3:3])[CH3:2] |f:2.3.4,^1:63,65,84,103|. Reported procedure: A solution of the compound (555 mg, 1.0 mmol) obtained in Example 16-5), 2-bromo-4-picoline (344 mg, 2 mmol), tetrakis(triphenylphosphine)palladium(0) (231 mg, 0.2 mmol), and potassium carbonate (276 mg, 2 mmol) in dimethoxyethane (4 mL) and water (1 mL) was stirred at 100° C. for 1 h under microwave irradiation. The reaction mixture was cooled to room temperature and purified by silica gel chromatography (Isco Combiflash, 40 g, methanol:ethyl acetate=0:100 to 20:80, gradient) to obtain the titl... Reactants: CC(C)(C)OC(=O)N1CCOC(CN2CCN(C(=O)OCc3ccccc3)CC2)C1, CCO. The product is CC(C)(C)OC(=O)N1CCOC(CN2CCNCC2)C1. RXN SMILES: [CH2:1]([O:2][C:3](=[O:4])[N:11]1[CH2:12][CH2:13][N:14]([CH2:17][CH:18]2[O:19][CH2:20][CH2:21][N:22]([C:24](=[O:25])[O:26][C:27]([CH3:28])([CH3:29])[CH3:30])[CH2:23]2)[CH2:15][CH2:16]1)[c:5]1[cH:6][cH:7][cH:8][cH:9][cH:10]1.[CH3:31][CH2:32][OH:33]>>[NH:11]1[CH2:12][CH2:13][N:14]([CH2:17][CH:18]2[O:19][CH2:20][CH2:21][N:22]([C:24](=[O:25])[O:26][C:27]([CH3:28])([CH3:29])[CH3:30])[CH2:23]2)[CH2:15][CH2:16]1. Reactants: F[B-](F)(F)F, C1COCCO1, CCOC(C)=O, COC(=O)CCc1cc(-c2ccc3c(cnn3C)c2)c([N+]#N)cc1C, OB(O)C=Cc1ccc(C(F)(F)F)cc1, [Na+], CC(=O)[O-], CC(=O)[O-], O, O=C([O-])O, [Pd+2]. Product: COC(=O)CCc1cc(-c2ccc3c(cnn3C)c2)c(C=Cc2ccc(C(F)(F)F)cc2)cc1C. As a reaction SMILES: [B-:1]([F:2])([F:3])([F:4])[F:5].[CH2:52]1[O:53][CH2:54][CH2:55][O:56][CH2:57]1.[CH3:67][CH2:68][O:69][C:70](=[O:71])[CH3:72].[CH3:6][O:7][C:8](=[O:9])[CH2:10][CH2:11][c:12]1[cH:13][c:14](-[c:21]2[cH:22][c:23]3[cH:24][n:25][n:26]([CH3:30])[c:27]3[cH:28][cH:29]2)[c:15]([N+:19]#[N:20])[cH:16][c:17]1[CH3:18].[F:32][C:33]([c:34]1[cH:35][cH:36][c:37]([CH:38]=[CH:39][B:40]([OH:41])[OH:42])[cH:43][cH:44]1)([F:45])[F:46].[Na+:47].[O-:59][C:60]([CH3:61])=[O:62].[O-:63][C:64]([CH3:65])=[O:66].[OH2:31].[OH:48][C:49](=[O:50])[O-:51].[Pd+2:58]>>[CH3:6][O:7][C:8](=[O:9])[CH2:10][CH2:11][c:12]1[cH:13][c:14](-[c:21]2[cH:22][c:23]3[cH:24][n:25][n:26]([CH3:30])[c:27]3[cH:28][cH:29]2)[c:15]([CH:39]=[CH:38][c:37]2[cH:36][cH:35][c:34]([C:33]([F:32])([F:45])[F:46])[cH:44][cH:43]2)[cH:16][c:17]1[CH3:18]. Starting materials: O=C([O-])O, CC(C)O, CC(C)(C)OC(=O)NCCn1ccc2ncnc(Cl)c21, Nc1ccc(Oc2cccc(C(F)(F)F)c2)c(Cl)c1, [Na+]. The product is CC(C)(C)OC(=O)NCCn1ccc2ncnc(Nc3ccc(Oc4cccc(C(F)(F)F)c4)c(Cl)c3)c21. As a reaction SMILES: [C:40](=[O:41])([O-:42])[OH:43].[CH:45]([OH:46])([CH3:47])[CH3:48].[Cl:1][c:2]1[c:3]2[c:4]([n:5][cH:6][n:7]1)[cH:8][cH:9][n:10]2[CH2:11][CH2:12][NH:13][C:14]([O:15][C:16]([CH3:17])([CH3:18])[CH3:19])=[O:20].[Cl:21][c:22]1[cH:23][c:24]([NH2:25])[cH:26][cH:27][c:28]1[O:29][c:30]1[cH:31][c:32]([C:36]([F:37])([F:38])[F:39])[cH:33][cH:34][cH:35]1.[Na+:44]>>[c:2]1([NH:25][c:24]2[cH:23][c:22]([Cl:21])[c:28]([O:29][c:30]3[cH:31][c:32]([C:36]([F:37])([F:38])[F:39])[cH:33][cH:34][cH:35]3)[cH:27][cH:26]2)[c:3]2[c:4]([n:5][cH:6][n:7]1)[cH:8][cH:9][n:10]2[CH2:11][CH2:12][NH:13][C:14]([O:15][C:16]([CH3:17])([CH3:18])[CH3:19])=[O:20]. Reactants: C1CCOC1, CO, COC(=O)c1cc(-c2cncc(C)c2)cnc1C1CCCC1, [Na+], [OH-]. Product: Cc1cncc(-c2cnc(C3CCCC3)c(C(=O)[O-])c2)c1, [Na+]. RXN SMILES: [CH2:25]1[O:26][CH2:27][CH2:28][CH2:29]1.[CH3:30][OH:31].[CH:1]1([c:6]2[c:7]([C:19](=[O:20])[O:21][CH3:22])[cH:8][c:9](-[c:12]3[cH:13][n:14][cH:15][c:16]([CH3:18])[cH:17]3)[cH:10][n:11]2)[CH2:2][CH2:3][CH2:4][CH2:5]1.[Na+:24].[OH-:23]>>[CH:1]1([c:6]2[c:7]([C:19](=[O:20])[O-:21])[cH:8][c:9](-[c:12]3[cH:13][n:14][cH:15][c:16]([CH3:18])[cH:17]3)[cH:10][n:11]2)[CH2:2][CH2:3][CH2:4][CH2:5]1.[Na+:24]. Starting materials: FC(OC=1C=C(C=O)C=CC1)(F)F (3-trifluoromethoxybenzaldehyde), O=C(CP(OCC)(OCC)=O)C (diethyl (2-oxopropyl)phosphonate), C(Cl)Cl (methylene chloride), [OH-].[Na+] (NaOH), C(Cl)Cl (methylene chloride). Reagents/catalysts: [I-].C(CCC)[N+](CCCC)(CCCC)CCCC (Tetrabutylammonium iodide). Reaction conditions: time 15 minute. The product is FC(OC1=C(C=CC=C1)C=CC(C)=O)(F)F (4[-(trifluoromethoxy)phenyl]-3-buten-2-one). Yield: 54.0%. Reaction SMILES: [OH-].[Na+].[F:3][C:4]([F:15])([F:14])[O:5][C:6]1[CH:7]=[C:8]([CH:11]=[CH:12][CH:13]=1)C=O.[O:16]=[C:17]([CH3:27])[CH2:18]P(=O)(OCC)OCC.[CH2:28](Cl)Cl>[I-].C([N+](CCCC)(CCCC)CCCC)CCC>[F:15][C:4]([F:3])([F:14])[O:5][C:6]1[CH:13]=[CH:12][CH:11]=[CH:8][C:7]=1[CH:28]=[CH:18][C:17](=[O:16])[CH3:27] |f:0.1,5.6|. Reported procedure: Tetrabutylammonium iodide (0.4 g, 0.05 mol) was added to a well-stirred biphasic mixture of 12 mL of 50% NaOH and 20 mL of methylene chloride under a nitrogen atmosphere. A solution of 3-trifluoromethoxybenzaldehyde (4.0 g, 0.021 mol) and diethyl (2-oxopropyl)phosphonate (4.08 g, 0.021 mol) in 4.0 mL of methylene chloride was added dropwise to the stirred solution. The resulting mixture was stirred at room temperature for 15 min, then quenched with water and extracted with hexane. The hexane lay...